Dataset: the Open Reaction Database (ORD), a public repository of structured organic reaction records. Task: describe an organic reaction: reactants, conditions, products, and yield The reactants are OC1=NC(=NC(=C1O)C(=O)OC)C(=O)O (4,5-Dihydroxy-6-(methoxycarbonyl)pyrimidine-2-carboxylic acid). The solvent is Cl (HCl). Yields the product OC=1C(=NC=NC1O)C(=O)OC (Methyl 5,6-dihydroxypyrimidine-4-carboxylate). Reaction SMILES: [OH:1][C:2]1[C:7]([OH:8])=[C:6]([C:9]([O:11][CH3:12])=[O:10])[N:5]=[C:4](C(O)=O)[N:3]=1>Cl>[OH:8][C:7]1[C:6]([C:9]([O:11][CH3:12])=[O:10])=[N:5][CH:4]=[N:3][C:2]=1[OH:1]. Procedure details: A solution of the product of Step 1 in HCl 1N solution was stirred for 6 hours at 90° C. Reaction mixture was filtered and the solid washed with HCl 1N. Evaporation of the filtrate afforded the title product as a solid. Reactants: O=C([O-])O, C1CCOC1, Cc1ccc(-c2ccc3c(c2)C=C(C(=O)Nc2ccc(CCl)cc2)CC3)cc1, [Na+], OC1CCNCC1. Yields the product Cc1ccc(-c2ccc3c(c2)C=C(C(=O)Nc2ccc(CN4CCC(O)CC4)cc2)CC3)cc1. Reaction SMILES: [C:36](=[O:37])([O-:38])[OH:39].[CH2:41]1[O:42][CH2:43][CH2:44][CH2:45]1.[Cl:1][CH2:2][c:3]1[cH:4][cH:5][c:6]([NH:9][C:10](=[O:11])[C:12]2=[CH:13][c:14]3[cH:15][c:16](-[c:22]4[cH:23][cH:24][c:25]([CH3:28])[cH:26][cH:27]4)[cH:17][cH:18][c:19]3[CH2:20][CH2:21]2)[cH:7][cH:8]1.[Na+:40].[OH:29][CH:30]1[CH2:31][CH2:32][NH:33][CH2:34][CH2:35]1>>[CH2:2]([c:3]1[cH:4][cH:5][c:6]([NH:9][C:10](=[O:11])[C:12]2=[CH:13][c:14]3[cH:15][c:16](-[c:22]4[cH:23][cH:24][c:25]([CH3:28])[cH:26][cH:27]4)[cH:17][cH:18][c:19]3[CH2:20][CH2:21]2)[cH:7][cH:8]1)[N:33]1[CH2:32][CH2:31][CH:30]([OH:29])[CH2:35][CH2:34]1. Starting materials: COC(CCCCCOC=1C=CC2=C(N(C(=N2)SCCC)C2=CC=C(C=C2)C)C1)=O (6-[[1-(4-methylphenyl)-2-propylmercapto-1H-benzimidazol-6-yl]oxy]hexanoic acid methyl ester), COCCCN (3-methoxypropylamine). The product is COCCCNC(CCCCCOC=1C=CC2=C(N(C(=N2)SCCC)C2=CC=C(C=C2)C)C1)=O (N-(3-Methoxypropyl)-6-[[1-(4-methylphenyl)-2-propylmercapto-1H-benzimidazol-6-yl]oxy]hexanamide). RXN SMILES: C[O:2][C:3](=O)[CH2:4][CH2:5][CH2:6][CH2:7][CH2:8][O:9][C:10]1[CH:11]=[CH:12][C:13]2[N:17]=[C:16]([S:18][CH2:19][CH2:20][CH3:21])[N:15]([C:22]3[CH:27]=[CH:26][C:25]([CH3:28])=[CH:24][CH:23]=3)[C:14]=2[CH:29]=1.[CH3:31][O:32][CH2:33][CH2:34][CH2:35][NH2:36]>>[CH3:31][O:32][CH2:33][CH2:34][CH2:35][NH:36][C:3](=[O:2])[CH2:4][CH2:5][CH2:6][CH2:7][CH2:8][O:9][C:10]1[CH:11]=[CH:12][C:13]2[N:17]=[C:16]([S:18][CH2:19][CH2:20][CH3:21])[N:15]([C:22]3[CH:27]=[CH:26][C:25]([CH3:28])=[CH:24][CH:23]=3)[C:14]=2[CH:29]=1. Procedure details: 100 mg of 6-[[1-(4-methylphenyl)-2-propylmercapto-1H-benzimidazol-6-yl]oxy]hexanoic acid methyl ester was reacted with 3-methoxypropylamine according to general operating instructions 4. 38 mg was obtained.